From a dataset of the Open Reaction Database (ORD), a public repository of structured organic reaction records. describe an organic reaction: reactants, conditions, products, and yield Starting materials: Nc1cc(O)c(Cl)cc1F, Cl, O=N[O-], NC(N)=O, [Na+], O. Product: NNc1cc(O)c(Cl)cc1F. Reaction SMILES: [Cl:1][c:2]1[cH:3][c:4]([F:10])[c:5]([NH2:6])[cH:7][c:8]1[OH:9].[ClH:11].[N:12]([O-:13])=[O:14].[NH2:16][C:17](=[O:18])[NH2:19].[Na+:15].[OH2:20]>>[Cl:1][c:2]1[cH:3][c:4]([F:10])[c:5]([NH:6][NH2:12])[cH:7][c:8]1[OH:9]. Reactants: O=c1c(Br)c(C#Cc2ccccc2)ccn1Cc1ccccc1, CCOC(C)=O, CCO, [H][H], O=[Pt]. The product is O=c1c(Br)c(CCc2ccccc2)ccn1Cc1ccccc1. RXN SMILES: [CH2:1]([c:2]1[cH:3][cH:4][cH:5][cH:6][cH:7]1)[n:8]1[c:9](=[O:23])[c:10]([Br:22])[c:11]([C:14]#[C:15][c:16]2[cH:17][cH:18][cH:19][cH:20][cH:21]2)[cH:12][cH:13]1.[CH3:24][CH2:25][O:26][C:27]([CH3:28])=[O:29].[CH3:34][CH2:35][OH:36].[H:30][H:31].[Pt:32]=[O:33]>>[CH2:1]([c:2]1[cH:3][cH:4][cH:5][cH:6][cH:7]1)[n:8]1[c:9](=[O:23])[c:10]([Br:22])[c:11]([CH2:14][CH2:15][c:16]2[cH:17][cH:18][cH:19][cH:20][cH:21]2)[cH:12][cH:13]1.